This data is from the Open Reaction Database (ORD), a public repository of structured organic reaction records. The task is: describe an organic reaction: reactants, conditions, products, and yield Reactants: COC(CNCC1=C(C=CC(=C1)C)[N+](=O)[O-])OC (N-(2,2-dimethoxyethyl)-2-nitro-5-methyl-benzylamine). The reagents and catalysts are [Pd] (palladium). The solvent is C(C)O (ethanol). The product is COC(CNCC1=C(C=CC(=C1)C)N)OC (N-(2,2-dimethoxyethyl)-2-amino-5-methyl-benzylamine). Reaction SMILES: [CH3:1][O:2][CH:3]([O:17][CH3:18])[CH2:4][NH:5][CH2:6][C:7]1[CH:12]=[C:11]([CH3:13])[CH:10]=[CH:9][C:8]=1[N+:14]([O-])=O>C(O)C.[Pd]>[CH3:1][O:2][CH:3]([O:17][CH3:18])[CH2:4][NH:5][CH2:6][C:7]1[CH:12]=[C:11]([CH3:13])[CH:10]=[CH:9][C:8]=1[NH2:14]. Reported procedure: The crude aminoacetal obtained in step (c) is dissolved in 700 ml of ethanol and is hydrogenated at room temperature and at atmospheric pressure, in the presence of 3 g of palladium catalyst (10% Pd on carbon). After the catalyst is filtered off and the filtrate evaporated, the heading compound remains as an orange oil, which is converted into the hydrochloride using methanolic hydrochloric acid. Reactants: BrC1=CC=2N(C(N(C(C2S1)=O)C1CCN(CC1)C(=O)OC(C)(C)C)=O)CC=1N=NN(N1)CC (Tert-butyl 4-{6-bromo-1-[(2-ethyl-2H-tetrazol-5-yl)methyl]-2,4-dioxo-1,4-dihydrothieno[3,2-d]pyrimidin-3(2H)-yl}piperidine-1-carboxylate), FC1=CC(=C(C=C1)B(O)O)OC ((4-fluoro-2-methoxyphenyl)boronic acid), C([O-])(O)=O.[Cs+] (cesium bicarbonate). The reagents and catalysts are C1CCC(CC1)P(C2CCCCC2)C3CCCCC3.C1CCC(CC1)P(C2CCCCC2)C3CCCCC3.Cl[Pd]Cl (dichlorobis(tricyclohexylphosphine)palladium). Solvent: COCCOC (DME). Yields the product C(C)N1N=C(N=N1)CN1C(N(C(C2=C1C=C(S2)C2=C(C=C(C=C2)F)OC)=O)C2CCN(CC2)C(=O)OC(C)(C)C)=O (tert-butyl 4-{1-[(2-ethyl-2H-tetrazol-5-yl)methyl]-6-(4-fluoro-2-methoxyphenyl)-2,4-dioxo-1,4-dihydrothieno[3,2-d]pyrimidin-3(2H)-yl}piperidine-1-carboxylate). Reaction SMILES: Br[C:2]1[S:10][C:9]2[C:8](=[O:11])[N:7]([CH:12]3[CH2:17][CH2:16][N:15]([C:18]([O:20][C:21]([CH3:24])([CH3:23])[CH3:22])=[O:19])[CH2:14][CH2:13]3)[C:6](=[O:25])[N:5]([CH2:26][C:27]3[N:28]=[N:29][N:30]([CH2:32][CH3:33])[N:31]=3)[C:4]=2[CH:3]=1.[F:34][C:35]1[CH:40]=[CH:39][C:38](B(O)O)=[C:37]([O:44][CH3:45])[CH:36]=1.C(=O)(O)[O-].[Cs+]>COCCOC.C1CCC(P(C2CCCCC2)C2CCCCC2)CC1.C1CCC(P(C2CCCCC2)C2CCCCC2)CC1.Cl[Pd]Cl>[CH2:32]([N:30]1[N:29]=[N:28][C:27]([CH2:26][N:5]2[C:4]3[CH:3]=[C:2]([C:38]4[CH:39]=[CH:40][C:35]([F:34])=[CH:36][C:37]=4[O:44][CH3:45])[S:10][C:9]=3[C:8](=[O:11])[N:7]([CH:12]3[CH2:13][CH2:14][N:15]([C:18]([O:20][C:21]([CH3:24])([CH3:22])[CH3:23])=[O:19])[CH2:16][CH2:17]3)[C:6]2=[O:25])=[N:31]1)[CH3:33] |f:2.3,5.6.7|. Procedure: Tert-butyl 4-{6-bromo-1-[(2-ethyl-2H-tetrazol-5-yl)methyl]-2,4-dioxo-1,4-dihydrothieno[3,2-d]pyrimidin-3(2H)-yl}piperidine-1-carboxylate (405 mg, compound B101), (4-fluoro-2-methoxyphenyl)boronic acid (140 mg), dichlorobis(tricyclohexylphosphine)palladium (55 mg) and aqueous cesium bicarbonate solution (0.563 ml, 2.0 M) in DME (10 ml) are reacted according to the procedure described in example B55 to afford the title compound after purification by flash column chromatography [silica gel, elution...